From a dataset of the Open Reaction Database (ORD), a public repository of structured organic reaction records. describe an organic reaction: reactants, conditions, products, and yield Starting materials: 10, ClCCCNC1=C(C(=O)N)C=CC=C1 (2-[(3-chloropropyl)amino]benzamide), CC(C)=O (2-propanone), CC1=CC=C(C=C1)S(=O)(=O)O (4-methylbenzenesulfonic acid). Solvent: C(C)O (ethanol). The product is 10, ClCCCN1C(NC(C2=CC=CC=C12)=O)(C)C (1-(3-chloropropyl)-2,3-dihydro-2,2-dimethyl-4(1H)-quinazolinone). Reaction SMILES: [Cl:1][CH2:2][CH2:3][CH2:4][NH:5][C:6]1[CH:14]=[CH:13][CH:12]=[CH:11][C:7]=1[C:8]([NH2:10])=[O:9].[CH3:15][C:16](=O)[CH3:17].CC1C=CC(S(O)(=O)=O)=CC=1>C(O)C>[Cl:1][CH2:2][CH2:3][CH2:4][N:5]1[C:6]2[C:7](=[CH:11][CH:12]=[CH:13][CH:14]=2)[C:8](=[O:9])[NH:10][C:16]1([CH3:17])[CH3:15]. Procedure: A mixture of 10 parts of 2-[(3-chloropropyl)amino]benzamide, 16 parts of 2-propanone, 1 part of 4-methylbenzenesulfonic acid and 40 parts of ethanol is stirred and refluxed overnight. The reaction mixture is evaporated and the oily residue is stirred in 2,2'-oxybispropane. The product is filtered off and dried, yielding 10 parts of 1-(3-chloropropyl)-2,3-dihydro-2,2-dimethyl-4(1H)-quinazolinone. Starting materials: CCOC(=O)c1sc(N=[N+]=[N-])c(C#N)c1-c1ccc(I)cc1, COC(=O)c1sc(N)c(C#N)c1-c1ccc(C(C)(C)C)cc1. The product is CCOC(=O)c1sc(N)c(C#N)c1-c1ccc(I)cc1. RXN SMILES: [CH2:23]([CH3:24])[O:25][C:26](=[O:27])[c:28]1[s:29][c:30]([N:42]=[N+:43]=[N-:44])[c:31]([C:40]#[N:41])[c:32]1-[c:33]1[cH:34][cH:35][c:36]([I:39])[cH:37][cH:38]1.[CH3:1][O:2][C:3]([c:4]1[s:5][c:6]([NH2:7])[c:8]([C:9]#[N:10])[c:11]1-[c:12]1[cH:13][cH:14][c:15]([C:16]([CH3:17])([CH3:18])[CH3:19])[cH:20][cH:21]1)=[O:22]>>[CH2:23]([CH3:24])[O:25][C:26](=[O:27])[c:28]1[s:29][c:30]([NH2:42])[c:31]([C:40]#[N:41])[c:32]1-[c:33]1[cH:34][cH:35][c:36]([I:39])[cH:37][cH:38]1. Yields the product CC=1C(=C(N(C1)CC1=CC=C(C=C1)C)C(=O)O)C1=CC=C(C=C1)C (4-methyl-1-(4-methylbenzyl)-3-p-tolyl-1H-pyrrole-2-carboxylic acid). As a reaction SMILES: C([O:3][C:4]([C:6]1[N:7]([CH2:19][C:20]2[CH:25]=[CH:24][C:23]([CH3:26])=[CH:22][CH:21]=2)[CH:8]=[C:9]([CH3:18])[C:10]=1[C:11]1[CH:16]=[CH:15][C:14]([CH3:17])=[CH:13][CH:12]=1)=[O:5])C.[OH-].[Na+]>CO.O>[CH3:18][C:9]1[C:10]([C:11]2[CH:12]=[CH:13][C:14]([CH3:17])=[CH:15][CH:16]=2)=[C:6]([C:4]([OH:5])=[O:3])[N:7]([CH2:19][C:20]2[CH:21]=[CH:22][C:23]([CH3:26])=[CH:24][CH:25]=2)[CH:8]=1 |f:1.2|. Procedure details: A reaction mixture of 4-methyl-1-(4-methylbenzyl)-3-p-tolyl-1H-pyrrole-2-carboxylic acid ethyl ester (550 mg, 1.58 mmol) and NaOH (1.26 g, 32 mmol) in MeOH (45 mL) and H2O (15 mL) was refluxed for 1 h. After removal of the solvent, aqueous 1N NaOH (100 mL) was added and extraction performed with EtOAc (2×20 mL). After drying of the combined organic phases over Na2SO4, filtration and removal of the solvent, the desired product 4-methyl-1-(4-methylbenzyl)-3-p-tolyl-1H-pyrrole-2-carboxylic acid was... Reactants: C(C)OC(=O)C=1N(C=C(C1C1=CC=C(C=C1)C)C)CC1=CC=C(C=C1)C (4-methyl-1-(4-methylbenzyl)-3-p-tolyl-1H-pyrrole-2-carboxylic acid ethyl ester), [OH-].[Na+] (NaOH). Run in CO (MeOH), O (H2O). Starting materials: cyclopropylamine leads, ClC=1C(=C(C(=O)C(C(=O)OCC)=CNC2CC2)C=CC1F)F (ethyl 2-(3-chloro-2,4-difluoro-benzoyl)-3-cyclopropylaminoacrylate), C([O-])([O-])=O.[K+].[K+].CN(C=O)C (potassium carbonate dimethylformamide). Product: ClC=1C(=CC=C2C(C(=CN(C12)C1CC1)C(=O)OCC)=O)F (ethyl 8-chloro-1-cyclopropyl-7-fluoro-1,4-dihydro-4-oxo-3-quinolinecarboxylate). Reaction SMILES: [Cl:1][C:2]1[C:3](F)=[C:4]([CH:18]=[CH:19][C:20]=1[F:21])[C:5]([C:7](=[CH:13][NH:14][CH:15]1[CH2:17][CH2:16]1)[C:8]([O:10][CH2:11][CH3:12])=[O:9])=[O:6].C(=O)([O-])[O-].[K+].[K+].CN(C)C=O>>[Cl:1][C:2]1[C:20]([F:21])=[CH:19][CH:18]=[C:4]2[C:3]=1[N:14]([CH:15]1[CH2:17][CH2:16]1)[CH:13]=[C:7]([C:8]([O:10][CH2:11][CH3:12])=[O:9])[C:5]2=[O:6] |f:1.2.3.4|. Procedure details: Reaction of 3-chloro-2,4-difluoro-benzoyl chloride with diethyl malonate gives diethyl (3-chloro-2,4-difluoro-benzoyl)-malonate, and partial hydrolysis and decarboxylation lead to ethyl (3-chloro-2,4-difluoro-benzoyl)-acetate, which is reacted with ethyl orthoformate/acetic anhydride to give ethyl 2-(3-chloro-2,4-di-fluorobenzoyl)-3-ethoxy-acrylate; further reaction with cyclopropylamine leads to ethyl 2-(3-chloro-2,4-difluoro-benzoyl)-3-cyclopropylaminoacrylate, which is cyclized with potassium... Reactants: [Br-], [Mg+]Cc1cccc(Br)c1, COC(=O)c1cc2c([nH]1)C(=O)CC2. Product: COC(=O)c1cc2c([nH]1)C(Cc1cccc(Br)c1)CC2. As a reaction SMILES: [Br-:14].[Br:15][c:16]1[cH:17][c:18]([CH2:19][Mg+:20])[cH:21][cH:22][cH:23]1.[O:1]=[C:2]1[CH2:3][CH2:4][c:5]2[c:6]1[nH:7][c:8]([C:10](=[O:11])[O:12][CH3:13])[cH:9]2>>[CH:2]1([CH2:19][c:18]2[cH:17][c:16]([Br:15])[cH:23][cH:22][cH:21]2)[CH2:3][CH2:4][c:5]2[c:6]1[nH:7][c:8]([C:10](=[O:11])[O:12][CH3:13])[cH:9]2.